This data is from the Open Reaction Database (ORD), a public repository of structured organic reaction records. The task is: describe an organic reaction: reactants, conditions, products, and yield Starting materials: CN1C([C@@](CC1)(CC#C)NC(OC(C)(C)C)=O)=O (tert-butyl N-[(3S)-1-methyl-2-oxo-3-prop-2-ynyl-pyrrolidin-3-yl]carbamate), O (Water), IC1=NC(=CC(=N1)C)C1=CC=C(C=C1)C(F)(F)F (2-Iodo-4-methyl-6-[4-(trifluoromethyl)phenyl]pyrimidine), C(C)(C)NC(C)C (diisopropylamine). The reagents and catalysts are Cl[Pd]([P](C1=CC=CC=C1)(C2=CC=CC=C2)C3=CC=CC=C3)([P](C4=CC=CC=C4)(C5=CC=CC=C5)C6=CC=CC=C6)Cl (bis(triphenyl-phosphine)palladium (II) dichloride), [Cu](I)I (copper iodide). Solvent: COC(C)(C)C (tert-Butyl methyl ether). Conditions: time 20 minute. Yields the product CN1C([C@@](CC1)(CC#CC1=NC(=CC(=N1)C)C1=CC=C(C=C1)C(F)(F)F)NC(OC(C)(C)C)=O)=O (tert-Butyl N-[(3S)-1-methyl-3-[3-[4-methyl-6-[4-(trifluoromethyl)phenyl]pyrimidin-2-yl]prop-2-ynyl]-2-oxo-pyrrolidin-3-yl]carbamate). The yield is 88.4%. Reaction SMILES: [CH3:1][N:2]1[CH2:6][CH2:5][C@@:4]([NH:10][C:11](=[O:17])[O:12][C:13]([CH3:16])([CH3:15])[CH3:14])([CH2:7][C:8]#[CH:9])[C:3]1=[O:18].I[C:20]1[N:25]=[C:24]([CH3:26])[CH:23]=[C:22]([C:27]2[CH:32]=[CH:31][C:30]([C:33]([F:36])([F:35])[F:34])=[CH:29][CH:28]=2)[N:21]=1.C(NC(C)C)(C)C.O>COC(C)(C)C.[Cu](I)I.Cl[Pd](Cl)([P](C1C=CC=CC=1)(C1C=CC=CC=1)C1C=CC=CC=1)[P](C1C=CC=CC=1)(C1C=CC=CC=1)C1C=CC=CC=1>[CH3:1][N:2]1[CH2:6][CH2:5][C@@:4]([NH:10][C:11](=[O:17])[O:12][C:13]([CH3:15])([CH3:14])[CH3:16])([CH2:7][C:8]#[C:9][C:20]2[N:25]=[C:24]([CH3:26])[CH:23]=[C:22]([C:27]3[CH:28]=[CH:29][C:30]([C:33]([F:36])([F:34])[F:35])=[CH:31][CH:32]=3)[N:21]=2)[C:3]1=[O:18] |^1:56,75|. Procedure details: In a 5 L three-necked flask with overhead paddle stirrer and a nitrogen inlet. tert-butyl N-[(3S)-1-methyl-2-oxo-3-prop-2-ynyl-pyrrolidin-3-yl]carbamate (which may be prepared as described in Description 4) (104.79 g, 415.32 mmol) was suspended in tert-Butyl methyl ether (2100 mL). 2-Iodo-4-methyl-6-[4-(trifluoromethyl)phenyl]pyrimidine (which may be prepared as described in Description 12) (166.34 g, 456.85 mmol) was added followed by diisopropylamine (174.63 mL, 1246 mmol) and the mixture was ... Reported procedure: 2-[2,6-Bis(4-pyridylethynyl)phenoxy]ethyl 2,3,4,6-tetra-O-acetyl-D-glucopyranoside (600 mg, 0.895 mmol) and a methanol (90 ml) solution of sodium methoxide (242 mg, 4.47 mmol) were stirred at room temperature for 12 hours. The reaction mixture was neutralized with a sodium hydrogen carbonate aqueous solution, and concentrated under reduced pressure. The residue was washed with water, and dried to obtain 391 mg of the target product as a white solid (yield: 87%). Yields the product O(C1[C@H](O)[C@@H](O)[C@H](O)[C@H](O1)CO)CCOC1=C(C=CC=C1C#CC1=CC=NC=C1)C#CC1=CC=NC=C1 (2-[2,6-bis(4-pyridylethynyl)phenoxy]ethyl D-glucopyranoside). Starting materials: C(C)(=O)O[C@H]1C(OCCOC2=C(C=CC=C2C#CC2=CC=NC=C2)C#CC2=CC=NC=C2)O[C@@H]([C@H]([C@@H]1OC(C)=O)OC(C)=O)COC(C)=O (2-[2,6-Bis(4-pyridylethynyl)phenoxy]ethyl 2,3,4,6-tetra-O-acetyl-D-glucopyranoside), C[O-].[Na+] (sodium methoxide), C(O)([O-])=O.[Na+] (sodium hydrogen carbonate). The yield is 86.9%. As a reaction SMILES: C([O:4][C@@H:5]1[C@@H:36]([O:37]C(=O)C)[C@H:35]([O:41]C(=O)C)[C@@H:34]([CH2:45][O:46]C(=O)C)[O:33][CH:6]1[O:7][CH2:8][CH2:9][O:10][C:11]1[C:16]([C:17]#[C:18][C:19]2[CH:24]=[CH:23][N:22]=[CH:21][CH:20]=2)=[CH:15][CH:14]=[CH:13][C:12]=1[C:25]#[C:26][C:27]1[CH:32]=[CH:31][N:30]=[CH:29][CH:28]=1)(=O)C.C[O-].[Na+].C(=O)([O-])O.[Na+]>CO>[O:7]([CH2:8][CH2:9][O:10][C:11]1[C:12]([C:25]#[C:26][C:27]2[CH:32]=[CH:31][N:30]=[CH:29][CH:28]=2)=[CH:13][CH:14]=[CH:15][C:16]=1[C:17]#[C:18][C:19]1[CH:24]=[CH:23][N:22]=[CH:21][CH:20]=1)[CH:6]1[O:33][C@H:34]([CH2:45][OH:46])[C@@H:35]([OH:41])[C@H:36]([OH:37])[C@H:5]1[OH:4] |f:1.2,3.4|. Solvent: CO (methanol). The reactants are OC1=CC2=C(C(CO2)=O)C=C1 (6-hydroxy-benzofuran-3-one), N1C=NC=C1 (imidazole), C(C)(C)(C)[Si](Cl)(C1=CC=CC=C1)C1=CC=CC=C1 (tert-butyldiphenylchlorosilane). Run in ClCCl (dichloromethane), [Cl-].[Na+].O (brine). Reaction conditions: time 8 hour. Yields the product C(C)(C)(C)[Si](OC1=CC2=C(C(CO2)=O)C=C1)(C1=CC=CC=C1)C1=CC=CC=C1 (6-(tert-butyl-diphenyl-silanyloxy)-benzofuran-3-one), oil. The yield is 52.0%. RXN SMILES: [OH:1][C:2]1[CH:11]=[CH:10][C:5]2[C:6](=[O:9])[CH2:7][O:8][C:4]=2[CH:3]=1.N1C=CN=C1.[C:17]([Si:21]([C:29]1[CH:34]=[CH:33][CH:32]=[CH:31][CH:30]=1)([C:23]1[CH:28]=[CH:27][CH:26]=[CH:25][CH:24]=1)Cl)([CH3:20])([CH3:19])[CH3:18]>ClCCl.[Cl-].[Na+].O>[C:17]([Si:21]([C:29]1[CH:34]=[CH:33][CH:32]=[CH:31][CH:30]=1)([C:23]1[CH:24]=[CH:25][CH:26]=[CH:27][CH:28]=1)[O:1][C:2]1[CH:11]=[CH:10][C:5]2[C:6](=[O:9])[CH2:7][O:8][C:4]=2[CH:3]=1)([CH3:20])([CH3:18])[CH3:19] |f:4.5.6|. Reported procedure: To a solution of 6-hydroxy-benzofuran-3-one (1.01 g, 6.73 mmol) in dry dichloromethane (18 mL) was added imidazole (0.458 g, 6.727 mmol) followed by tert-butyldiphenylchlorosilane (1.72 mL, 6.73 mmol) at room temperature. The mixture was stirred overnight and poured into brine. The aqueous phase was extracted with dichloromethane. The combined organic layers were dried over Na2SO4, evaporated in vacuo and the residue was purified by column chromatography (ethylacetate:hexane; 1:9) to give the 6-...